Dataset: the Open Reaction Database (ORD), a public repository of structured organic reaction records. Task: describe an organic reaction: reactants, conditions, products, and yield The reactants are C1(=CC(=CC=C1)C1=NSC(=C1C(=O)OC)C(=O)OC)C (Dimethyl 3-(m-tolyl)-4,5-isothiazoledicarboxylate), [OH-].[Na+] (NaOH). Run in O (H2O). Product: C1(=CC(=CC=C1)C1=NSC(=C1C(=O)O)C(=O)O)C (3-(m-Tolyl)-4,5-Isothiazoledicarboxylic Acid). RXN SMILES: [C:1]1([CH3:20])[CH:6]=[CH:5][CH:4]=[C:3]([C:7]2[C:11]([C:12]([O:14]C)=[O:13])=[C:10]([C:16]([O:18]C)=[O:17])[S:9][N:8]=2)[CH:2]=1.[OH-].[Na+]>O>[C:1]1([CH3:20])[CH:6]=[CH:5][CH:4]=[C:3]([C:7]2[C:11]([C:12]([OH:14])=[O:13])=[C:10]([C:16]([OH:18])=[O:17])[S:9][N:8]=2)[CH:2]=1 |f:1.2|. Procedure: Dimethyl 3-(m-tolyl)-4,5-isothiazoledicarboxylate (14.03 g, 0.0548 mol) was hydrolyzed in NaOH (10.96 g, 0.274 mol) and 50 ml H2O for 0.5 hours at reflux. Acidification with HCl, extraction with ether and recrystallization gave a light yellow solid, m.p. 166.5°-167° with decomposition.